From a dataset of the Open Reaction Database (ORD), a public repository of structured organic reaction records. describe an organic reaction: reactants, conditions, products, and yield Starting materials: CC(C)(C)OC(=O)NC(CNCc1ccccc1)Cc1ccccc1, CO. Yields the product CC(C)(C)OC(=O)NC(CN)Cc1ccccc1. RXN SMILES: [CH2:1]([c:2]1[cH:3][cH:4][cH:5][cH:6][cH:7]1)[CH:8]([CH2:9][NH:10][CH2:11][c:12]1[cH:13][cH:14][cH:15][cH:16][cH:17]1)[NH:18][C:19]([O:20][C:21]([CH3:22])([CH3:23])[CH3:24])=[O:25].[CH3:26][OH:27]>>[CH2:1]([c:2]1[cH:3][cH:4][cH:5][cH:6][cH:7]1)[CH:8]([CH2:9][NH2:10])[NH:18][C:19]([O:20][C:21]([CH3:22])([CH3:23])[CH3:24])=[O:25].